From a dataset of the Open Reaction Database (ORD), a public repository of structured organic reaction records. describe an organic reaction: reactants, conditions, products, and yield The reactants are [BH4-], C1CCOC1, [Na+], Cc1ccc(S(=O)(=O)N2CC(O)CC2C(=O)O)cc1. The product is Cc1ccc(S(=O)(=O)N2CC(O)CC2CO)cc1. RXN SMILES: [BH4-:1].[CH2:22]1[O:23][CH2:24][CH2:25][CH2:26]1.[Na+:2].[c:3]1([CH3:21])[cH:4][cH:5][c:6]([S:9](=[O:10])(=[O:11])[N:12]2[CH:13]([C:14](=[O:15])[OH:16])[CH2:17][CH:18]([OH:20])[CH2:19]2)[cH:7][cH:8]1>>[c:3]1([CH3:21])[cH:4][cH:5][c:6]([S:9](=[O:10])(=[O:11])[N:12]2[CH:13]([CH2:14][OH:15])[CH2:17][CH:18]([OH:20])[CH2:19]2)[cH:7][cH:8]1. Starting materials: NC1=NC(=NC=C1C(=O)C1=C(C=C(C(=C1)F)C)OC)S(=O)CC ((4-amino-2-ethanesulfinyl-pyrimidin-5-yl)-(5-fluoro-2-methoxy-4-methyl-phenyl)-methanone), NC1CCN(CC1)C(=O)OC(C)(C)C (4-amino-1-Boc-piperidine). Product: C(C)(C)(C)OC(=O)N1CCC(CC1)NC1=NC=C(C(=N1)N)C(C1=C(C=C(C(=C1)F)C)OC)=O (4-[4-amino-5-(5-fluoro-2-methoxy-4-methyl-benzoyl)-pyrimidin-2-ylamino]-piperidine-1-carboxylic acid tert-butyl ester). RXN SMILES: [NH2:1][C:2]1[C:7]([C:8]([C:10]2[CH:15]=[C:14]([F:16])[C:13]([CH3:17])=[CH:12][C:11]=2[O:18][CH3:19])=[O:9])=[CH:6][N:5]=[C:4](S(CC)=O)[N:3]=1.[NH2:24][CH:25]1[CH2:30][CH2:29][N:28]([C:31]([O:33][C:34]([CH3:37])([CH3:36])[CH3:35])=[O:32])[CH2:27][CH2:26]1>>[C:34]([O:33][C:31]([N:28]1[CH2:29][CH2:30][CH:25]([NH:24][C:4]2[N:3]=[C:2]([NH2:1])[C:7]([C:8](=[O:9])[C:10]3[CH:15]=[C:14]([F:16])[C:13]([CH3:17])=[CH:12][C:11]=3[O:18][CH3:19])=[CH:6][N:5]=2)[CH2:26][CH2:27]1)=[O:32])([CH3:37])([CH3:35])[CH3:36]. Procedure details: The same procedure as described in Example 326 was used, starting with (4-amino-2-ethanesulfinyl-pyrimidin-5-yl)-(5-fluoro-2-methoxy-4-methyl-phenyl)-methanone (Example 341) and 4-amino-1-Boc-piperidine (Astatech) to give 4-[4-amino-5-(5-fluoro-2-methoxy-4-methyl-benzoyl)-pyrimidin-2-ylamino]-piperidine-1-carboxylic acid tert-butyl ester as a white solid. MS (M+H)+, 460. The reactants are CO, Nc1ccc(C(=O)O)cc1Cl, O=S(Cl)Cl. Product: COC(=O)c1ccc(N)c(Cl)c1. Reaction SMILES: [CH3:16][OH:17].[NH2:1][c:2]1[c:3]([Cl:11])[cH:4][c:5]([C:6](=[O:7])[OH:8])[cH:9][cH:10]1.[S:12]([Cl:13])([Cl:14])=[O:15]>>[NH2:1][c:2]1[c:3]([Cl:11])[cH:4][c:5]([C:6]([O:7][CH3:16])=[O:8])[cH:9][cH:10]1. Yields the product C(C)(=O)S[C@@H]1[C@H](C[C@@H]2CC[C@H]3[C@@H]4CC[C@H](C(C)=O)[C@]4(CC([C@@H]3[C@]2(C1)C)=O)C)O (2β-Acetylthio-3α-hydroxy-5α-pregnane-11,20-dione). Reactants: O1[C@H]2[C@@H]1C[C@@H]1CC[C@H]3[C@@H]4CC[C@H](C(C)=O)[C@]4(CC([C@@H]3[C@]1(C2)C)=O)C (2α,3α-Epoxy-5α-pregnane-11,20-dione), B(F)(F)F (BF3), C(C)(=S)O (thioacetic acid). Procedure: 2α,3α-Epoxy-5α-pregnane-11,20-dione (450 mg.) in dry ether (4 ml.) and thioacetic acid (1 ml.) was treated with BF3 etherate (2 drops). The resulting yellow solution was stirred at room temperature for 20 minutes. The solution was partitioned between ethyl acetate (20 ml.) and water (20 ml.) and the aqueous layer was extracted with more ethyl acetate (20 ml.). The combined organic extracts were washed with water (2 × 20 ml.) and dried over sodium sulphate and evaporated to a yellow oil which was... As a reaction SMILES: [O:1]1[C@H:3]2[CH2:4][C@H:5]3[C@:20]([CH3:22])([CH2:21][C@@H:2]12)[C@@H:19]1[C@H:8]([C@H:9]2[C@:16]([CH3:24])([CH2:17][C:18]1=[O:23])[C@@H:12]([C:13](=[O:15])[CH3:14])[CH2:11][CH2:10]2)[CH2:7][CH2:6]3.B(F)(F)F.[C:29]([OH:32])(=[S:31])[CH3:30]>CCOCC>[C:29]([S:31][C@H:2]1[CH2:21][C@@:20]2([CH3:22])[C@@H:5]([CH2:6][CH2:7][C@@H:8]3[C@@H:19]2[C:18](=[O:23])[CH2:17][C@@:16]2([CH3:24])[C@H:9]3[CH2:10][CH2:11][C@@H:12]2[C:13](=[O:15])[CH3:14])[CH2:4][C@@H:3]1[OH:1])(=[O:32])[CH3:30]. Run at time 20 minute. The solvent is CCOCC (ether). The reactants are CCNCc1cc(F)ccc1-c1cc(CC(=O)OCC)ccc1OC, CCN(C(C)C)C(C)C, O=C(Cl)OCc1ccccc1, ClCCl. Product: CCOC(=O)Cc1ccc(OC)c(-c2ccc(F)cc2CN(CC)C(=O)OCc2ccccc2)c1. As a reaction SMILES: [CH2:1]([CH3:2])[O:3][C:4]([CH2:5][c:6]1[cH:7][c:8](-[c:14]2[c:15]([CH2:21][NH:22][CH2:23][CH3:24])[cH:16][c:17]([F:20])[cH:18][cH:19]2)[c:9]([O:12][CH3:13])[cH:10][cH:11]1)=[O:25].[CH:26]([N:27]([CH:28]([CH3:29])[CH3:30])[CH2:31][CH3:32])([CH3:33])[CH3:34].[Cl:35][C:36](=[O:37])[O:38][CH2:39][c:40]1[cH:41][cH:42][cH:43][cH:44][cH:45]1.[Cl:46][CH2:47][Cl:48]>>[CH2:1]([CH3:2])[O:3][C:4]([CH2:5][c:6]1[cH:7][c:8](-[c:14]2[c:15]([CH2:21][N:22]([CH2:23][CH3:24])[C:36](=[O:37])[O:38][CH2:39][c:40]3[cH:41][cH:42][cH:43][cH:44][cH:45]3)[cH:16][c:17]([F:20])[cH:18][cH:19]2)[c:9]([O:12][CH3:13])[cH:10][cH:11]1)=[O:25]. The reactants are [C-]#N, [Cl-], CC1CC(=O)c2cc(N)c(F)cc2O1. Yields the product CC1CC(=O)c2cc(C#N)c(F)cc2O1. As a reaction SMILES: [C-:1]#[N:2].[Cl-:3].[NH2:4][c:5]1[cH:6][c:7]2[c:12]([cH:13][c:14]1[F:15])[O:11][CH:10]([CH3:16])[CH2:9][C:8]2=[O:17]>>[C:1](#[N:2])[c:5]1[cH:6][c:7]2[c:12]([cH:13][c:14]1[F:15])[O:11][CH:10]([CH3:16])[CH2:9][C:8]2=[O:17]. Starting materials: O=C([O-])O, C[N+]1([O-])CCOCC1, ClCCl, [Na+], OCC#Cc1ccc2ccccc2c1. Yields the product O=CC#Cc1ccc2ccccc2c1. Reaction SMILES: [C:23](=[O:24])([OH:25])[O-:26].[CH3:15][N+:16]1([O-:17])[CH2:18][CH2:19][O:20][CH2:21][CH2:22]1.[Cl:28][CH2:29][Cl:30].[Na+:27].[cH:1]1[c:2]([C:11]#[C:12][CH2:13][OH:14])[cH:3][cH:4][c:5]2[cH:6][cH:7][cH:8][cH:9][c:10]12>>[cH:1]1[c:2]([C:11]#[C:12][CH:13]=[O:14])[cH:3][cH:4][c:5]2[cH:6][cH:7][cH:8][cH:9][c:10]12.